describe an organic reaction: reactants, conditions, products, and yield From a dataset of the Open Reaction Database (ORD), a public repository of structured organic reaction records. The reactants are BrC1=CC(=C(C(=O)O)C=C1F)Cl (4-bromo-2-chloro-5-fluorobenzoic acid), S(=O)(Cl)Cl (thionyl chloride), C([O-])(O)=O.[Na+] (sodium bicarbonate). The solvent is CO (methanol). Product: BrC1=CC(=C(C(=O)OC)C=C1F)Cl (methyl 4-bromo-2-chloro-5-fluorobenzoate). Yield: 155.1%. Reaction SMILES: [Br:1][C:2]1[C:10]([F:11])=[CH:9][C:5]([C:6]([OH:8])=[O:7])=[C:4]([Cl:12])[CH:3]=1.S(Cl)(Cl)=O.[C:17](=O)(O)[O-].[Na+]>CO>[Br:1][C:2]1[C:10]([F:11])=[CH:9][C:5]([C:6]([O:8][CH3:17])=[O:7])=[C:4]([Cl:12])[CH:3]=1 |f:2.3|. Procedure: To a solution of 4-bromo-2-chloro-5-fluorobenzoic acid (25.40 g, 100.00 mmol) in methanol (300 mL) was added thionyl chloride (0.8 mL, 11.00 mmol) over 5 min at 0° C. The reaction mixture was heated to reflux for 8 h and then neutralized by slow addition of sodium bicarbonate (5.0 g) at 0° C. The solid was filtered out and washed with ethyl acetate (50 mL), the combined filtrate was concentrated in vacuo to afford the title compound as a pale yellow solid (24.7 g, 92%): 1H NMR (300 MHz, CDCl3) δ... Starting materials: [H-].[Na+] (Sodium hydride), C(C)OP(OCC)(=O)CC#N (Diethyl(cyanomethyl)phosphonate), CS(=O)(=O)N1CC(C=2C1=NC=CC2)=O (1-Methanesulfonyl-1,2-dihydro-pyrrolo[2,3-b]pyridin-3-one). The solvent is O (water), Cl (hydrochloric acid), O1CCCC1 (tetrahydrofuran), O1CCCC1 (tetrahydrofuran). Reaction conditions: temperature 0 celsius, time 10 minute. The product is CS(=O)(=O)N1C=C(C=2C1=NC=CC2)CC#N ((1-methanesulfonyl-1H-pyrrolo[2,3-b]pyridin-3-yl)-acetonitrile). The yield is 81.2%. Reaction SMILES: C(OP([CH2:9][C:10]#[N:11])(=O)OCC)C.[H-].[Na+].[CH3:14][S:15]([N:18]1[C:22]2=[N:23][CH:24]=[CH:25][CH:26]=[C:21]2[C:20](=O)[CH2:19]1)(=[O:17])=[O:16]>O1CCCC1.O.Cl>[CH3:14][S:15]([N:18]1[C:22]2=[N:23][CH:24]=[CH:25][CH:26]=[C:21]2[C:20]([CH2:9][C:10]#[N:11])=[CH:19]1)(=[O:16])=[O:17] |f:1.2|. Reported procedure: Diethyl(cyanomethyl)phosphonate (0.47 ml, 3.1 mmol) was dissolved in tetrahydrofuran (5 ml) and cooled to 0° C. Sodium hydride (0.12 g, 3.1 mmol) was added portionwise and the reaction was stirred for 10 min. 1-Methanesulfonyl-1,2-dihydro-pyrrolo[2,3-b]pyridin-3-one (0.332 g, 1.57 mmoles) suspended in tetrahydrofuran (3 ml) was added dropwise, whereupon it immediately dissolved. The reaction was stirred at room temperature for 2 h. The reaction mixture was diluted with water and neutralized with... Starting materials: CO (Methanol), FC1=CC=C(C=C1)NC(=O)C=1C(=NC(=NC1)SC)Cl (4-chloro-2-methylsulfanylpyrimidine-5-carboxylic acid (4-fluorophenyl)amide), CN1CCOCC1 (N-methylmorpholine), C1(=CC=CC=C1)NC=1C(=CC=CC1)N (N-phenyl-benzene-1,2-diamine). Solvent: ClCCl (dichloromethane). Run at time 16 hour. Product: FC1=CC=C(C=C1)NC(=O)C=1C(=NC(=NC1)SC)NC1=C(C=CC=C1)NC1=CC=CC=C1 (2-Methylsulfanyl-4-(2-(phenylamino)phenylamino)pyrimidine-5-carboxylic acid (4-fluorophenyl)amide). Yield: 47.1%. Reaction SMILES: [F:1][C:2]1[CH:7]=[CH:6][C:5]([NH:8][C:9]([C:11]2[C:12](Cl)=[N:13][C:14]([S:17][CH3:18])=[N:15][CH:16]=2)=[O:10])=[CH:4][CH:3]=1.[C:20]1([NH:26][C:27]2[C:28]([NH2:33])=[CH:29][CH:30]=[CH:31][CH:32]=2)[CH:25]=[CH:24][CH:23]=[CH:22][CH:21]=1.CN1CCOCC1.CO>ClCCl>[F:1][C:2]1[CH:7]=[CH:6][C:5]([NH:8][C:9]([C:11]2[C:12]([NH:33][C:28]3[CH:29]=[CH:30][CH:31]=[CH:32][C:27]=3[NH:26][C:20]3[CH:21]=[CH:22][CH:23]=[CH:24][CH:25]=3)=[N:13][C:14]([S:17][CH3:18])=[N:15][CH:16]=2)=[O:10])=[CH:4][CH:3]=1. Reported procedure: To a mixture of 4-chloro-2-methylsulfanylpyrimidine-5-carboxylic acid (4-fluorophenyl)amide (100 mg, 0.34 mmol) in dichloromethane (10 mL) was added N-phenyl-benzene-1,2-diamine (148 mg, 0.4 mmol) followed by N-methylmorpholine-bound resin (300 mg). The mixture was stirred at an ambient temperature for 16 h and was then heated at reflux for an additional 2 h. Methanol (5 mL) was added and the mixture was stirred at an ambient temperature for 40 h. The mixture was filtered through a plug of celit... The reactants are Oc1ccc(C(F)(F)F)cc1, CCOC(=O)N=NC(=O)OCC, C1CCOC1, c1ccc(P(c2ccccc2)c2ccccc2)cc1, OCCc1cn(C(c2ccccc2)(c2ccccc2)c2ccccc2)cn1. The product is FC(F)(F)c1ccc(OCCc2cn(C(c3ccccc3)(c3ccccc3)c3ccccc3)cn2)cc1. RXN SMILES: [F:1][C:2]([c:3]1[cH:4][cH:5][c:6]([OH:9])[cH:7][cH:8]1)([F:10])[F:11].[O:58]=[C:59]([O:60][CH2:61][CH3:62])[N:63]=[N:64][C:65]([O:66][CH2:67][CH3:68])=[O:69].[O:70]1[CH2:71][CH2:72][CH2:73][CH2:74]1.[c:12]1([P:13]([c:14]2[cH:15][cH:16][cH:17][cH:18][cH:19]2)[c:20]2[cH:21][cH:22][cH:23][cH:24][cH:25]2)[cH:26][cH:27][cH:28][cH:29][cH:30]1.[c:31]1([C:37]([n:38]2[cH:39][n:40][c:41]([CH2:43][CH2:44][OH:45])[cH:42]2)([c:46]2[cH:47][cH:48][cH:49][cH:50][cH:51]2)[c:52]2[cH:53][cH:54][cH:55][cH:56][cH:57]2)[cH:32][cH:33][cH:34][cH:35][cH:36]1>>[F:1][C:2]([c:3]1[cH:4][cH:5][c:6]([O:9][CH2:44][CH2:43][c:41]2[n:40][cH:39][n:38]([C:37]([c:31]3[cH:32][cH:33][cH:34][cH:35][cH:36]3)([c:46]3[cH:47][cH:48][cH:49][cH:50][cH:51]3)[c:52]3[cH:53][cH:54][cH:55][cH:56][cH:57]3)[cH:42]2)[cH:7][cH:8]1)([F:10])[F:11].